Dataset: the Open Reaction Database (ORD), a public repository of structured organic reaction records. Task: describe an organic reaction: reactants, conditions, products, and yield Starting materials: O=C(OC(Cl)(Cl)Cl)Cl (diphosgene), O (Water), COC(=O)C=1N=C(SC1)NC([C@H](CC1=CC=CC=C1)NC(C(C1=CC=C(C=C1)OCCOC)N)=O)=O (2-((S)-2-{2-amino-2-[4-(2-methoxy-ethoxy)-phenyl]-acetylamino}-3-phenyl-propionylamino)-thiazole-4-carboxylic acid methyl ester), C(C)(C)N(CC)C(C)C (diisopropylethylamine). Solvent: ClCCl (dichloromethane), ClCCl (dichloromethane). The product is COC(=O)C=1N=C(SC1)NC([C@H](CC1=CC=CC=C1)N1C(NC(C1=O)C1=CC=C(C=C1)OCCOC)=O)=O (2-((S)-2-{4-[4-(2-methoxy-ethoxy)-phenyl]-2,5-dioxo-imidazolidin-1-yl}-3-phenyl-propionylamino)-thiazole-4-carboxylic acid methyl ester). As a reaction SMILES: [CH3:1][O:2][C:3]([C:5]1[N:6]=[C:7]([NH:10][C:11](=[O:36])[C@@H:12]([NH:20][C:21](=[O:35])[CH:22]([NH2:34])[C:23]2[CH:28]=[CH:27][C:26]([O:29][CH2:30][CH2:31][O:32][CH3:33])=[CH:25][CH:24]=2)[CH2:13][C:14]2[CH:19]=[CH:18][CH:17]=[CH:16][CH:15]=2)[S:8][CH:9]=1)=[O:4].C(N(C(C)C)CC)(C)C.[O:46]=[C:47](Cl)OC(Cl)(Cl)Cl.O>ClCCl>[CH3:1][O:2][C:3]([C:5]1[N:6]=[C:7]([NH:10][C:11](=[O:36])[C@@H:12]([N:20]2[C:21](=[O:35])[CH:22]([C:23]3[CH:28]=[CH:27][C:26]([O:29][CH2:30][CH2:31][O:32][CH3:33])=[CH:25][CH:24]=3)[NH:34][C:47]2=[O:46])[CH2:13][C:14]2[CH:15]=[CH:16][CH:17]=[CH:18][CH:19]=2)[S:8][CH:9]=1)=[O:4]. Procedure: To a solution of 2-((S)-2-{2-amino-2-[4-(2-methoxy-ethoxy)-phenyl]-acetylamino}-3-phenyl-propionylamino)-thiazole-4-carboxylic acid methyl ester (a mixture of two epimers R/S=85:15) (0.16 g , 0.31 mmol) and diisopropylethylamine (0.31 mL, 1.78 mmol) in dichloromethane (20 mL) was added to a solution of diphosgene (0.03 μL, 0.25 mmol) in dichloromethane (30 mL) over a period of 10 minute at −10° C. The mixture was stirred at −10° C. for 15 minutes Water was added to quench the reaction, then the ... The reactants are C[C@H](COC(C)=O)[C@H]1CC[C@H]2[C@@H]3CC=C4C[C@H](C[C@@H]([C@]4(C)[C@H]3CC[C@]12C)OC(C)=O)OC(C)=O ((20S)-20-methyl-1α,3β,21-triacetyloxypregn-5-ene), [OH-].[Na+] (sodium hydroxide). Solvent: CO (methanol). Yields the product C[C@H](CO)[C@H]1CC[C@H]2[C@@H]3CC=C4C[C@H](C[C@@H]([C@]4(C)[C@H]3CC[C@]12C)O)O ((20S)-20-methylpregn-5-ene-1α,3β,21-triol). As a reaction SMILES: [CH3:1][C@@H:2]([C@@H:8]1[C@:25]2([CH3:26])[C@H:11]([C@H:12]3[C@H:22]([CH2:23][CH2:24]2)[C@:20]2([CH3:21])[C:15]([CH2:16][C@@H:17]([O:31]C(=O)C)[CH2:18][C@@H:19]2[O:27]C(=O)C)=[CH:14][CH2:13]3)[CH2:10][CH2:9]1)[CH2:3][O:4]C(=O)C.[OH-].[Na+]>CO>[CH3:1][C@@H:2]([C@@H:8]1[C@:25]2([CH3:26])[C@H:11]([C@H:12]3[C@H:22]([CH2:23][CH2:24]2)[C@:20]2([CH3:21])[C:15]([CH2:16][C@@H:17]([OH:31])[CH2:18][C@@H:19]2[OH:27])=[CH:14][CH2:13]3)[CH2:10][CH2:9]1)[CH2:3][OH:4] |f:1.2|. Procedure details: A solution of (20S)-20-methyl-1α,3β,21-triacetyloxypregn-5-ene in methanol was treated with sodium hydroxide at reflux to produce (20S)-20-methylpregn-5-ene-1α,3β,21-triol. Reactants: FC1=C(C=CC(=C1)F)[C@@]1(O[C@H]1C)CN1N=CN=C1 ((2R,3S)-2-(2,4-Difluorophenyl)-3-methyl-2-(1H-1,2,4-triazol-1-yl)methyloxirane), N1(N=CC=C1)C1=CC=C(C=C1)N1C(NC=C1)=O (1-[4-(1H-1-pyrazolyl)phenyl]-2(1H,3H)-imidazolone). The product is FC1=C(C=CC(=C1)F)[C@]([C@@H](C)N1C(N(C=C1)C1=CC=C(C=C1)N1N=CC=C1)=O)(CN1N=CN=C1)O (1-[(1R,2R)-2-(2,4-difluorophenyl)-2-hydroxy-1-methyl-3-(1H-1,2,4-triazol-1-yl)propyl]-3-[4-(1H-1-pyrazolyl)phenyl]-2(1H,3H)-imidazolone). As a reaction SMILES: [F:1][C:2]1[CH:7]=[C:6]([F:8])[CH:5]=[CH:4][C:3]=1[C@@:9]1([CH2:13][N:14]2[CH:18]=[N:17][CH:16]=[N:15]2)[C@H:11]([CH3:12])[O:10]1.[N:19]1([C:24]2[CH:29]=[CH:28][C:27]([N:30]3[CH:34]=[CH:33][NH:32][C:31]3=[O:35])=[CH:26][CH:25]=2)[CH:23]=[CH:22][CH:21]=[N:20]1>>[F:1][C:2]1[CH:7]=[C:6]([F:8])[CH:5]=[CH:4][C:3]=1[C@@:9]([OH:10])([CH2:13][N:14]1[CH:18]=[N:17][CH:16]=[N:15]1)[C@H:11]([N:32]1[CH:33]=[CH:34][N:30]([C:27]2[CH:28]=[CH:29][C:24]([N:19]3[CH:23]=[CH:22][CH:21]=[N:20]3)=[CH:25][CH:26]=2)[C:31]1=[O:35])[CH3:12]. Procedure: (2R,3S)-2-(2,4-Difluorophenyl)-3-methyl-2-(1H-1,2,4-triazol-1-yl)methyloxirane was reacted with 1-[4-(1H-1-pyrazolyl)phenyl]-2(1H,3H)-imidazolone in the same manner as in Working Example 11 to give 1-[(1R,2R)-2-(2,4-difluorophenyl)-2-hydroxy-1-methyl-3-(1H-1,2,4-triazol-1-yl)propyl]-3-[4-(1H-1-pyrazolyl)phenyl]-2(1H,3H)-imidazolone (Compound 15). Starting materials: ClC1=NC=C(C(=N1)C(F)F)F (2-Chloro-4-(difluoromethyl)-5-fluoropyrimidine), BrC=1C=C(N)C=C(C1)C (3-bromo-5-methylaniline). Run in O1CCOCC1 (1,4-dioxane). Run at temperature 105 celsius, time 72 hour. The product is BrC=1C=C(C=C(C1)C)NC1=NC=C(C(=N1)C(F)F)F (N-(3-bromo-5-methylphenyl)-4-(difluoromethyl)-5-fluoropyrimidin-2-amine). As a reaction SMILES: Cl[C:2]1[N:7]=[C:6]([CH:8]([F:10])[F:9])[C:5]([F:11])=[CH:4][N:3]=1.[Br:12][C:13]1[CH:14]=[C:15]([CH:17]=[C:18]([CH3:20])[CH:19]=1)[NH2:16]>O1CCOCC1>[Br:12][C:13]1[CH:14]=[C:15]([NH:16][C:2]2[N:7]=[C:6]([CH:8]([F:10])[F:9])[C:5]([F:11])=[CH:4][N:3]=2)[CH:17]=[C:18]([CH3:20])[CH:19]=1. Procedure details: 2-Chloro-4-(difluoromethyl)-5-fluoropyrimidine (30 g, 162 mmol, 1.00 equiv) p-TsOH (37 g, 215 mmol, 1.33 equiv), 1,4-dioxane (600 mL), 3-bromo-5-methylaniline (46 g, 247 mmol, 1.53 equiv) were added into a 1000-mL pressure tank reactor purged and maintained with an inert atmosphere of nitrogen. The resulting solution was stirred for 72 h at 105° C. The reaction mixture was cooled to room temperature. The solid was filtered out and the filtrate was concentrated under reduced pressure. The residue... RXN SMILES: [F:1][C:2]([F:28])([F:27])[C:3]1[CH:4]=[C:5]([CH:20]=[C:21]([C:23]([F:26])([F:25])[F:24])[CH:22]=1)[CH2:6][NH:7][CH2:8][C:9]1[CH:14]=[C:13]([C:15]([F:18])([F:17])[F:16])[CH:12]=[CH:11][C:10]=1[Br:19].C([O-])(=O)C.[Na+].[N:34]#[C:35]Br.O>C(O)C>[Br:19][C:10]1[CH:11]=[CH:12][C:13]([C:15]([F:16])([F:17])[F:18])=[CH:14][C:9]=1[CH2:8][N:7]([CH2:6][C:5]1[CH:20]=[C:21]([C:23]([F:26])([F:25])[F:24])[CH:22]=[C:3]([C:2]([F:27])([F:1])[F:28])[CH:4]=1)[C:35]#[N:34] |f:1.2|. Solvent: C(C)O (ethanol). Reaction conditions: time 20 minute. The product is BrC1=C(CN(C#N)CC2=CC(=CC(=C2)C(F)(F)F)C(F)(F)F)C=C(C=C1)C(F)(F)F ((2-bromo-5-(trifluoromethyl)benzyl)(3,5-bis(trifluoromethyl)benzyl)cyanamide). Reported procedure: To the product of step B (873 g, 1.82 mol) in ethanol (4.6 L) was added sodium acetate (452 g, 5.46 mol). The resulting mixture was stirred for 20 minutes and then cyanogen bromide (386 g, 3.64 mol) was added. This mixture was stirred for 2 hours at which point the reaction was complete as evidenced by LC analysis. Water (4 L) was added and volatiles were removed in vacuo. Toluene (4 L) was added and the mixture was stirred until 2 clear layers formed, The layers were separated and the aqueous l... The reactants are FC(C=1C=C(CNCC2=C(C=CC(=C2)C(F)(F)F)Br)C=C(C1)C(F)(F)F)(F)F ((3,5-Bis-trifluoromethyl-benzyl)-(2-bromo-5-trifluoromethyl-benzyl)-amine), C(C)(=O)[O-].[Na+] (sodium acetate), O (Water), N#CBr (cyanogen bromide). Reactants: C1CCOC1.CN1CCCC1=O (THF NMP), ClC1=NC(=C(C#N)C(=C1)C)OC (6-chloro-2-methoxy-4-methyl-nicotinonitrile), Fe (acac)3, C(CC)[Mg]Br (n-propylmagnesium bromide), Cl (HCl). Solvent: C(C)OC(C)=O (ethylacetate). Reaction conditions: time 20 minute. Yields the product COC1=C(C#N)C(=CC(=N1)CCC)C (2-methoxy4-methyl-6-propyl-nicotinonitrile). Yield: 88.0%. RXN SMILES: [CH2:1]1[CH2:5]OC[CH2:2]1.CN1C(=O)CCC1.Cl[C:14]1[CH:21]=[C:20]([CH3:22])[C:17]([C:18]#[N:19])=[C:16]([O:23][CH3:24])[N:15]=1.C([Mg]Br)CC.Cl>C(OC(=O)C)C>[CH3:24][O:23][C:16]1[N:15]=[C:14]([CH2:2][CH2:1][CH3:5])[CH:21]=[C:20]([CH3:22])[C:17]=1[C:18]#[N:19] |f:0.1|. Procedure: A transparent red-colored THF/NMP(50 mL/5 mL) solution of 6-chloro-2-methoxy-4-methyl-nicotinonitrile (2.00 g, 11.0 mmol) and Fe (acac)3 (387 mg, 1.1 mmol) was slowly added with 11 mL of n-propylmagnesium bromide (2M solution in diethyl ether) and then stirred for about 20 minutes. The mixture was then added with 10 mL of 1M HCl solution 10 mL and diluted with 300 mL of ethylacetate. The resulting organic layer was washed with water and a saturated solution of sodium chloride, dried with anhydro... Starting materials: CCSC1=NC(=O)C(=Cc2ccc3c(cnn3Cc3ccc(C(F)(F)F)cc3C(F)(F)F)c2)S1, OC1CNCC1N1CCOCC1. Yields the product O=C1N=C(N2CC(O)C(N3CCOCC3)C2)SC1=Cc1ccc2c(cnn2Cc2ccc(C(F)(F)F)cc2C(F)(F)F)c1. Reaction SMILES: [F:1][C:2]([c:3]1[c:4]([CH2:5][n:6]2[n:7][cH:8][c:9]3[cH:10][c:11]([CH:15]=[C:16]4[C:17](=[O:24])[N:18]=[C:19]([S:21][CH2:22][CH3:23])[S:20]4)[cH:12][cH:13][c:14]23)[cH:25][cH:26][c:27]([C:29]([F:30])([F:31])[F:32])[cH:28]1)([F:33])[F:34].[O:35]1[CH2:36][CH2:37][N:38]([CH:41]2[CH:42]([OH:46])[CH2:43][NH:44][CH2:45]2)[CH2:39][CH2:40]1>>[F:1][C:2]([c:3]1[c:4]([CH2:5][n:6]2[n:7][cH:8][c:9]3[cH:10][c:11]([CH:15]=[C:16]4[C:17](=[O:24])[N:18]=[C:19]([N:44]5[CH2:43][CH:42]([OH:46])[CH:41]([N:38]6[CH2:37][CH2:36][O:35][CH2:40][CH2:39]6)[CH2:45]5)[S:20]4)[cH:12][cH:13][c:14]23)[cH:25][cH:26][c:27]([C:29]([F:30])([F:31])[F:32])[cH:28]1)([F:33])[F:34]. Starting materials: ClC=1C=CC=C2C=C(NC12)B1OC(C(O1)(C)C)(C)C (7-chloro-2-(4,4,5,5-tetramethyl[1,3,2]dioxaborolan-2-yl)-1H-indole), FC=1C=CC=C2C=CNC12 (7-fluoro-1H-indole). The product is FC=1C=CC=C2C=C(NC12)B1OC(C(O1)(C)C)(C)C (7-Fluoro-2-(4,4,5,5-tetramethyl-[1,3,2] dioxaborolan-2-yl)-1H-indole). Reaction SMILES: Cl[C:2]1[CH:3]=[CH:4][CH:5]=[C:6]2[C:10]=1[NH:9][C:8]([B:11]1[O:15][C:14]([CH3:17])([CH3:16])[C:13]([CH3:19])([CH3:18])[O:12]1)=[CH:7]2.[F:20]C1C=CC=C2C=1NC=C2>>[F:20][C:2]1[CH:3]=[CH:4][CH:5]=[C:6]2[C:10]=1[NH:9][C:8]([B:11]1[O:15][C:14]([CH3:17])([CH3:16])[C:13]([CH3:19])([CH3:18])[O:12]1)=[CH:7]2. Reported procedure: Prepared according to a procedure analogous to that described for 7-chloro-2-(4,4,5,5-tetramethyl[1,3,2]dioxaborolan-2-yl)-1H-indole using 7-fluoro-1H-indole. The reactants are C(C)(C)(C)OC1=CC=C(C=C)C=C1 (p-t-butoxystyrene), N(=NC(C#N)(C)C)C(C#N)(C)C (azobisisobutyronitrile). The solvent is O1CCOCC1 (dioxane). Product: C#CC1=CC=C(C=C1)O (poly(p-hydroxystyrene)). As a reaction SMILES: C([O:5][C:6]1[CH:13]=[CH:12][C:9]([CH:10]=[CH2:11])=[CH:8][CH:7]=1)(C)(C)C.N(C(C)(C)C#N)=NC(C)(C)C#N>O1CCOCC1>[CH:11]#[C:10][C:9]1[CH:12]=[CH:13][C:6]([OH:5])=[CH:7][CH:8]=1. Reported procedure: In 100 ml of dioxane were dissolved 176 g (1.0 mole) of p-t-butoxystyrene and 8.2 g (0.05 mole) of azobisisobutyronitrile, and the resulting solution was subjected to reaction for 24 hours while the internal temperature was kept at 70° C., after which the reaction mixture was subjected to several reprecipitation treatments to remove the unreacted monomer, thereby obtaining poly(p-t-butoxystyrene). Subsequently, this poly(p-t-butoxystyrene) was hydrolyzed with an acid to obtain poly(p-hydroxystyr... Reactants: C(C=C)OC(C(=O)OCC)C (ethyl 2-allyloxypropionate), C(CCCCCCCC=C)O (9-decen-1-ol). Reagents/catalysts: CC(C)O[Ti](OC(C)C)(OC(C)C)OC(C)C (Ti(OiPr)4), O (water). Reaction conditions: temperature 80 celsius, time 5 hour. Yields the product C(C=C)O[C@H](C(=O)OCCCCCCCCC=C)C (Dec-9-enyl (S)-(−)-2-allyloxy-propionate). The yield is 80.4%. As a reaction SMILES: [CH2:1]([O:4][CH:5]([CH3:11])[C:6]([O:8][CH2:9][CH3:10])=[O:7])[CH:2]=[CH2:3].[CH2:12](O)[CH2:13][CH2:14][CH2:15][CH2:16][CH2:17][CH2:18][CH2:19]C=C>O.CC(O[Ti](OC(C)C)(OC(C)C)OC(C)C)C>[CH2:1]([O:4][C@@H:5]([CH3:11])[C:6]([O:8][CH2:9][CH2:10][CH2:19][CH2:18][CH2:17][CH2:16][CH2:15][CH2:14][CH:13]=[CH2:12])=[O:7])[CH:2]=[CH2:3]. Reported procedure: 3.0 g (19 mmol) of ethyl 2-allyloxypropionate are introduced into 4.5 g (28.5 mmol) of 9-decen-1-ol, and 0.56 g (2 mmol) of Ti(OiPr)4 are added. The mixture is then heated to 80° C. and stirred at a reduced pressure of 400 mbar for 5 h. A few drops of water are then added and the crude product is purified by means of flash chromatography (cyclohexane/EtOAc=25:1; Rf=0.21), giving 4.1 g (81%) of a colorless oil.